Dataset: the Open Reaction Database (ORD), a public repository of structured organic reaction records. Task: describe an organic reaction: reactants, conditions, products, and yield The reactants are COC(\C=C\C1=CC=C(C=C1)C1NCCC1)=O ((E)-3-(4-pyrrolidin-2-yl-phenyl)-acrylic acid methyl ester), C(C=C)#N (acrylonitrile). Reaction conditions: time 24 hour. Product: COC(\C=C\C1=CC=C(C=C1)C1N(CCC1)CCC#N)=O ((E)-3-{4-[1-(2-cyano-ethyl)-pyrrolidin-2-yl]-phenyl}-acrylic acid methyl ester). The yield is 98.1%. RXN SMILES: [CH3:1][O:2][C:3](=[O:17])/[CH:4]=[CH:5]/[C:6]1[CH:11]=[CH:10][C:9]([CH:12]2[CH2:16][CH2:15][CH2:14][NH:13]2)=[CH:8][CH:7]=1.[C:18](#[N:21])[CH:19]=[CH2:20]>>[CH3:1][O:2][C:3](=[O:17])/[CH:4]=[CH:5]/[C:6]1[CH:11]=[CH:10][C:9]([CH:12]2[CH2:16][CH2:15][CH2:14][N:13]2[CH2:20][CH2:19][C:18]#[N:21])=[CH:8][CH:7]=1. Procedure details: A mixture of (E)-3-(4-pyrrolidin-2-yl-phenyl)-acrylic acid methyl ester (1.0 g, 4.3 mmol), acrylonitrile (1.1 g, 22 mmol) and silica gel (4 g, grade 62 60-200 mesh 150 Å) was stirred at room temperature for 24 h. The reaction mixture was purified via silica gel column chromatography to give (E)-3-{4-[1-(2-cyano-ethyl)-pyrrolidin-2-yl]-phenyl}-acrylic acid methyl ester (1.2 g, 98%) as a colorless oil. LCMS (m/z): 285.1 (M+1). Starting materials: COC1=C(C=CC=C1O)C=1NC=2C(=NC=CC2)N1 (2-(2'-methoxy-3'-hydroxy-phenyl)-imidazo[4,5-b]pyridine), CS(=O)(=O)Cl (methanesulfonic acid chloride). Yields the product COC1=C(C=CC=C1OS(=O)(=O)C)C=1NC=2C(=NC=CC2)N1 (2-(2'-Methoxy-3'-methanesulfonyloxy-phenyl)-imidazo[4,5-b]pyridine). Reaction SMILES: [CH3:1][O:2][C:3]1[C:8]([OH:9])=[CH:7][CH:6]=[CH:5][C:4]=1[C:10]1[NH:11][C:12]2[C:13]([N:18]=1)=[N:14][CH:15]=[CH:16][CH:17]=2.[CH3:19][S:20](Cl)(=[O:22])=[O:21]>>[CH3:1][O:2][C:3]1[C:8]([O:9][S:20]([CH3:19])(=[O:22])=[O:21])=[CH:7][CH:6]=[CH:5][C:4]=1[C:10]1[NH:11][C:12]2[C:13]([N:18]=1)=[N:14][CH:15]=[CH:16][CH:17]=2. Procedure details: Prepared analogously to Example 1 from 2-(2'-methoxy-3'-hydroxy-phenyl)-imidazo[4,5-b]pyridine and methanesulfonic acid chloride.